This data is from the Open Reaction Database (ORD), a public repository of structured organic reaction records. The task is: describe an organic reaction: reactants, conditions, products, and yield Solvent: C([O-])(O)=O.[Na+] (sodium bicarbonate), CC(=O)C (acetone), CC(=O)C (acetone). Procedure details: To a solution of 3.1 g (0.009 mol) of 7-amino-3-(1,3,4-thiadiazol-2-ylthiomethyl)-3-cephem-4-carboxylic acid in 60 ml of 3% aqueous sodium bicarbonate is added 60 ml of acetone. The solution is cooled to -15° and 1.94 g (0.010 mol) of trifluoromethylsulfinylacetyl chloride in 20 ml of acetone is added over a 10-minute period. The reaction mixture is stirred at -15° for 30 minutes while maintaining the pH at 7.6-8.0 by addition of 10 percent sodium hydroxide, then at 25° for 1 hour. The reaction ... As a reaction SMILES: [NH2:1][CH:2]1[C:19](=[O:20])[N:4]2[C:5]([C:16]([OH:18])=[O:17])=[C:6]([CH2:9][S:10][C:11]3[S:12][CH:13]=[N:14][N:15]=3)[CH2:7][S:8][C@H:3]12.[F:21][C:22]([F:30])([F:29])[S:23]([CH2:25][C:26](Cl)=[O:27])=[O:24].[OH-].[Na+]>C(=O)(O)[O-].[Na+].CC(C)=O>[F:21][C:22]([F:30])([F:29])[S:23]([CH2:25][C:26]([NH:1][CH:2]1[C:19](=[O:20])[N:4]2[C:5]([C:16]([OH:18])=[O:17])=[C:6]([CH2:9][S:10][C:11]3[S:12][CH:13]=[N:14][N:15]=3)[CH2:7][S:8][C@H:3]12)=[O:27])=[O:24] |f:2.3,4.5|. Starting materials: NC1[C@@H]2N(C(=C(CS2)CSC=2SC=NN2)C(=O)O)C1=O (7-amino-3-(1,3,4-thiadiazol-2-ylthiomethyl)-3-cephem-4-carboxylic acid), FC(S(=O)CC(=O)Cl)(F)F (trifluoromethylsulfinylacetyl chloride), [OH-].[Na+] (sodium hydroxide). The product is FC(S(=O)CC(=O)NC1[C@@H]2N(C(=C(CS2)CSC=2SC=NN2)C(=O)O)C1=O)(F)F (7-Trifluoromethylsulfinylacetamido-3-(1,3,4-thiadiazol-2-ylthiomethyl)-3-cephem-4-carboxylic acid). Conditions: time 30 minute. Reactants: CC=1N=NNC1 (4-methyl-[1,2,3]-triazole), OP(=O)([O-])[O-].[K+].[K+] (K2HPO4), FC=1C=C(C=CC1F)[N+](=O)[O-] (3,4-difluoronitrobenzene). Solvent: CN(C)C=O (DMF). Run at temperature 85 celsius, time 2.5 day. Product: FC1=C(C=CC(=C1)[N+](=O)[O-])N1N=NC(=C1)C (1-(2-Fluoro-4-nitro-phenyl)-4-methyl-[1,2,3]-triazole). Isolated yield 23.9%. Reaction SMILES: [CH3:1][C:2]1[N:3]=[N:4][NH:5][CH:6]=1.OP([O-])([O-])=O.[K+].[K+].[F:14][C:15]1[CH:16]=[C:17]([N+:22]([O-:24])=[O:23])[CH:18]=[CH:19][C:20]=1F>CN(C=O)C>[F:14][C:15]1[CH:16]=[C:17]([N+:22]([O-:24])=[O:23])[CH:18]=[CH:19][C:20]=1[N:5]1[CH:6]=[C:2]([CH3:1])[N:3]=[N:4]1 |f:1.2.3|. Procedure details: A mixture of 4-methyl-[1,2,3]-triazole (60 g, 0.72 mol), K2HPO4 (250 g, 1.44 mol) and 3,4-difluoronitrobenzene (80 ml, 0.723 mol) in DMF (3.4 litres) was stirred at 85° C. under N2 for 2.5 days. After removal of DMF in vacuo, the residue was chromatographed on silica gel with 0-5% ethyl acetate in dichloromethane to give the title compound as a light yellow solid (38.3 g, 24%). The other two isomers were also isolated. The reactants are ClC=1C=C2C(=NC=NC2=CC1C(=O)N1CCCC1)NC(CCC(=O)O)C1=NC2=C(N1C(=O)OC(C)(C)C)C=CC(=C2)Cl (6-chloro-4-[1-(1-tert.-butyloxycarbonyl-5-chloro-1H-benzimidazol-2-yl)-3-hydroxycarbonyl-propyl-amino]-7-(pyrrolidin-1-yl-carbonyl)-quinazoline), OC1CCNCC1 (4-hydroxypiperidine), CN(C)C(=[N+](C)C)ON1C2=C(C=CC=C2)N=N1.[B-](F)(F)(F)F (TBTU), FC(C(=O)O)(F)F (trifluoroacetic acid). Run in C(C)#N.O1CCCC1 (acetonitrile tetrahydrofuran). Yields the product ClC=1C=C2C(=NC=NC2=CC1C(=O)N1CCCC1)NC(CCC(=O)N1CCC(CC1)O)C1=NC2=C(N1)C=CC(=C2)Cl (6-chloro-4-[1-(5-chloro-1H-benzimidazol-2-yl)-3-(4-hydroxypiperidin-1-yl-carbonyl)-propyl-amino]-7-(pyrrolidin-1-yl-carbonyl)-quinazoline). As a reaction SMILES: [Cl:1][C:2]1[CH:3]=[C:4]2[C:9](=[CH:10][C:11]=1[C:12]([N:14]1[CH2:18][CH2:17][CH2:16][CH2:15]1)=[O:13])[N:8]=[CH:7][N:6]=[C:5]2[NH:19][CH:20]([C:26]1[N:30](C(OC(C)(C)C)=O)[C:29]2[CH:38]=[CH:39][C:40]([Cl:42])=[CH:41][C:28]=2[N:27]=1)[CH2:21][CH2:22][C:23](O)=[O:24].[OH:43][CH:44]1[CH2:49][CH2:48][NH:47][CH2:46][CH2:45]1.CN(C(ON1N=NC2C=CC=CC1=2)=[N+](C)C)C.[B-](F)(F)(F)F.FC(F)(F)C(O)=O>C(#N)C.O1CCCC1>[Cl:1][C:2]1[CH:3]=[C:4]2[C:9](=[CH:10][C:11]=1[C:12]([N:14]1[CH2:18][CH2:17][CH2:16][CH2:15]1)=[O:13])[N:8]=[CH:7][N:6]=[C:5]2[NH:19][CH:20]([C:26]1[NH:30][C:29]2[CH:38]=[CH:39][C:40]([Cl:42])=[CH:41][C:28]=2[N:27]=1)[CH2:21][CH2:22][C:23]([N:47]1[CH2:48][CH2:49][CH:44]([OH:43])[CH2:45][CH2:46]1)=[O:24] |f:2.3,5.6|. Procedure details: Prepared analogously to Example 61 from 6-chloro-4-[1-(1-tert.-butyloxycarbonyl-5-chloro-1H-benzimidazol-2-yl)-3-hydroxycarbonyl-propyl-amino]-7-(pyrrolidin-1-yl-carbonyl)-quinazoline and 4-hydroxypiperidine with TBTU in acetonitrile/tetrahydrofuran and subsequent reaction with trifluoroacetic acid. The product is CCCCCCCCC(Cl)CC(F)=C(F)F. RXN SMILES: [CH3:19][CH:20]([OH:21])[CH3:22].[Cl:1][C:2]([C:3]([CH2:4][CH:5]([CH2:6][CH2:7][CH2:8][CH2:9][CH2:10][CH2:11][CH2:12][CH3:13])[Cl:14])([F:15])[Cl:16])([F:17])[F:18].[Zn:23]>>[C:2](=[C:3]([CH2:4][CH:5]([CH2:6][CH2:7][CH2:8][CH2:9][CH2:10][CH2:11][CH2:12][CH3:13])[Cl:14])[F:15])([F:17])[F:18]. Starting materials: CC(C)O, CCCCCCCCC(Cl)CC(F)(Cl)C(F)(F)Cl, [Zn]. As a reaction SMILES: [CH2:1]([C:3]1[S:4][C:5]2[CH:11]=[CH:10][CH:9]=[CH:8][C:6]=2[N:7]=1)[CH3:2].[C:12]1([CH3:24])[CH:17]=[CH:16][C:15]([S:18]([O:21]CC)(=[O:20])=[O:19])=[CH:14][CH:13]=1>>[C:12]1([CH3:24])[CH:13]=[CH:14][C:15]([S:18]([O-:21])(=[O:19])=[O:20])=[CH:16][CH:17]=1.[CH2:1]([C:3]1[S:4][C:5]2[CH:11]=[CH:10][CH:9]=[CH:8][C:6]=2[N+:7]=1[CH2:12][CH3:13])[CH3:2] |f:2.3|. Procedure details: 2-Ethylbenzothiazole (16.3 g) and 22.0 g of ethyl p-toluenesulfonate were mixed and heated over an oil bath to 160° C. while stirring. The raw materials were once molten and after a while, a solid was precipitated. Five hours after that, heating was terminated. When the temperature was decreased to 100° C., acetone was added to disperse therein the solid. After cooling to room temperature, the solid was collected by filtration. The solid was then dried under vacuum for 2 days, whereby 31.4 g of ... Run at temperature 160 celsius. Yields the product C1(=CC=C(C=C1)S(=O)(=O)[O-])C.C(C)C=1SC2=C([N+]1CC)C=CC=C2 (2,3-diethylbenzothiazolium p-toluenesulfonate). Starting materials: C(C)C=1SC2=C(N1)C=CC=C2 (2-Ethylbenzothiazole), C1(=CC=C(C=C1)S(=O)(=O)OCC)C (ethyl p-toluenesulfonate), raw materials. Yield: 157.3%. Starting materials: COC(=O)c1cc(-c2ccc(OC)cc2)n[nH]c1=O, ClCc1cccnc1, Cl. The product is COC(=O)c1cc(-c2ccc(OC)cc2)nn(Cc2cccnc2)c1=O. RXN SMILES: [CH3:1][O:2][C:3](=[O:4])[c:5]1[c:6](=[O:19])[nH:7][n:8][c:9](-[c:11]2[cH:12][cH:13][c:14]([O:17][CH3:18])[cH:15][cH:16]2)[cH:10]1.[Cl:21][CH2:22][c:23]1[cH:24][n:25][cH:26][cH:27][cH:28]1.[ClH:20]>>[CH3:1][O:2][C:3](=[O:4])[c:5]1[c:6](=[O:19])[n:7]([CH2:22][c:23]2[cH:24][n:25][cH:26][cH:27][cH:28]2)[n:8][c:9](-[c:11]2[cH:12][cH:13][c:14]([O:17][CH3:18])[cH:15][cH:16]2)[cH:10]1. Reactants: OBO, CC1(C)OCC(=O)Nc2ccc(Br)cc21, Fc1cccc(F)c1. The product is CC1(C)OCC(=O)Nc2ccc(-c3cc(F)cc(F)c3)cc21. Reaction SMILES: [BH:16]([OH:17])[OH:18].[Br:1][c:2]1[cH:3][cH:4][c:5]2[c:6]([cH:15]1)[C:7]([CH3:13])([CH3:14])[O:8][CH2:9][C:10](=[O:12])[NH:11]2.[F:19][c:20]1[cH:21][cH:22][cH:23][c:24]([F:26])[cH:25]1>>[c:2]1(-[c:22]2[cH:21][c:20]([F:19])[cH:25][c:24]([F:26])[cH:23]2)[cH:3][cH:4][c:5]2[c:6]([cH:15]1)[C:7]([CH3:13])([CH3:14])[O:8][CH2:9][C:10](=[O:12])[NH:11]2.